This data is from the Open Reaction Database (ORD), a public repository of structured organic reaction records. The task is: describe an organic reaction: reactants, conditions, products, and yield The reactants are N1C(=NC2=C1C=CC=C2)NC2CCN(CC2)C(=O)OC(C)(C)C ((1H-benzimidazol-2-yl)(1-(t-butoxycarbonyl)piperidin-4-yl)amine), FC(OOCCOS(=O)(=O)C)(F)F (2-(methanesulfonyloxy)ethyl trifluoromethoxy ether), [H-].[Na+] (sodium hydride), [I-].[Na+] (sodium iodide), C(C)(=O)OCC (ethyl acetate). The solvent is CN(C=O)C (dimethylformamide), CN(C=O)C (dimethylformamide), C(C)(=O)OCC.CCCCCC (ethyl acetate hexane), C(C)(=O)OCC.CCCCCC (ethyl acetate hexane), CCCCCC (hexane). Conditions: time 30 minute. Yields the product FC(OCCN1C(=NC2=C1C=CC=C2)NC2CCN(CC2)C(=O)OC(C)(C)C)(F)F ((1-(2-(trifluoromethoxy)ethyl)-1H-benzimidazol-2-yl)(1-(t-butoxycarbonyl)piperidin-4-yl)amine). RXN SMILES: [NH:1]1[C:5]2[CH:6]=[CH:7][CH:8]=[CH:9][C:4]=2[N:3]=[C:2]1[NH:10][CH:11]1[CH2:16][CH2:15][N:14]([C:17]([O:19][C:20]([CH3:23])([CH3:22])[CH3:21])=[O:18])[CH2:13][CH2:12]1.[H-].[Na+].[F:26][C:27]([F:38])([F:37])[O:28]OCCOS(C)(=O)=O.[I-].[Na+].[C:41](OCC)(=O)[CH3:42]>CN(C)C=O.C(OCC)(=O)C.CCCCCC.CCCCCC>[F:38][C:27]([F:26])([F:37])[O:28][CH2:41][CH2:42][N:1]1[C:5]2[CH:6]=[CH:7][CH:8]=[CH:9][C:4]=2[N:3]=[C:2]1[NH:10][CH:11]1[CH2:16][CH2:15][N:14]([C:17]([O:19][C:20]([CH3:23])([CH3:22])[CH3:21])=[O:18])[CH2:13][CH2:12]1 |f:1.2,4.5,8.9|. Procedure details: Combine (1H-benzimidazol-2-yl)(1-(t-butoxycarbonyl)piperidin-4-yl)amine (0.158 g, 0.5 mmol) and dimethylformamide (4 mL). Cool in an ice-bath. Add sodium hydride (0.013 g, 60% in oil, 55 mmol). Warm to ambient temperature. After 30 minutes, add a solution of 2-(methanesulfonyloxy)ethyl trifluoromethoxy ether (0.15 g, 0.75 mmol) in dimethylformamide (1 mL). Add sodium iodide (0.11 g, 075 mmol). After 2 hours, heat to 80° C. After 4 hours, cool to ambient temperature. After 18 hours dilute the rea...